This data is from the Open Reaction Database (ORD), a public repository of structured organic reaction records. The task is: describe an organic reaction: reactants, conditions, products, and yield Reactants: C(N)(=O)C1=C(C(=O)O)C=CN=C1 (3-carbamylisonicotinic acid), C(C)(=O)[O-].C(C)(=O)[O-].C(C)(=O)[O-].C(C)(=O)[O-].[Pb+4] (lead tetra-acetate), CN(C=O)C (dimethylformamide). Conditions: time 10 minute. Yields the product C1=2C(=O)OC(NC1=CN=CC2)=O (4-Azaisatoic Anhydride). Reaction SMILES: C([C:4]1[CH:12]=[N:11][CH:10]=[CH:9][C:5]=1[C:6]([OH:8])=[O:7])(=O)N.C([O-])(=O)C.C([O-])(=O)C.C([O-])(=O)C.C([O-])(=O)C.[Pb+4].C[N:31](C)[CH:32]=[O:33]>>[C:5]12[C:4](=[CH:12][N:11]=[CH:10][CH:9]=1)[NH:31][C:32](=[O:33])[O:8][C:6]2=[O:7] |f:1.2.3.4.5|. Procedure: A 50 ml. flask was charged with 0.94 g. 3-carbamylisonicotinic acid suspended in 8 ml. dimethylformamide. A 2.5 g. portion of lead tetra-acetate was added to the suspension, and the reaction mixture was stirred at 20° for 10 minutes. The reaction mixture was then warmed to 45° and stirred for 10 minutes. The cooled mixture was poured onto 30 grams crushed ice and the pale yellow solids were collected by filtration and dried in vacuo. Extensive decomposition of the product occurred upon attempted...